From a dataset of the Open Reaction Database (ORD), a public repository of structured organic reaction records. describe an organic reaction: reactants, conditions, products, and yield Reactants: CCOC(=O)C=Cc1cccc2nnsc12, CS(C)=O, C[S+](C)(C)=O, [H-], [I-], [Na+], O. Product: CCOC(=O)C1CC1c1cccc2nnsc12. Reaction SMILES: [CH2:9]([CH3:10])[O:11][C:12]([CH:13]=[CH:14][c:15]1[cH:16][cH:17][cH:18][c:19]2[n:20][n:21][s:22][c:23]12)=[O:24].[CH3:26][S:27](=[O:28])[CH3:29].[CH3:4][S+:5]([CH3:6])([CH3:7])=[O:8].[H-:1].[I-:3].[Na+:2].[OH2:25]>>[CH2:4]1[CH:13]([C:12]([O:11][CH2:9][CH3:10])=[O:24])[CH:14]1[c:15]1[cH:16][cH:17][cH:18][c:19]2[n:20][n:21][s:22][c:23]12. Starting materials: [Al+3], C1CCOC1, NC(=O)C1CCc2[nH]c3ccc(F)cc3c2C1, [H-], [H-], [H-], [H-], [Li+]. Product: NCC1CCc2[nH]c3ccc(F)cc3c2C1. Reaction SMILES: [Al+3:19].[CH2:24]1[O:25][CH2:26][CH2:27][CH2:28]1.[F:1][c:2]1[cH:3][c:4]2[c:5]3[c:10]([nH:11][c:12]2[cH:13][cH:14]1)[CH2:9][CH2:8][CH:7]([C:15](=[O:16])[NH2:17])[CH2:6]3.[H-:18].[H-:21].[H-:22].[H-:23].[Li+:20]>>[F:1][c:2]1[cH:3][c:4]2[c:5]3[c:10]([nH:11][c:12]2[cH:13][cH:14]1)[CH2:9][CH2:8][CH:7]([CH2:15][NH2:17])[CH2:6]3. The reactants are C1(=CC=CC=C1)C(=N[C@@H](CC1=C(C=CC=C1[N+](=O)[O-])OC)C(=O)OC(C)(C)C)C1=CC=CC=C1 (tert-Butyl N-(diphenylmethylene)-2-methoxy-6-nitro-L-phenylalaninate), C1(=CC=CC=C1)C(=NCC(=O)OC(C)(C)C)C1=CC=CC=C1 (tert-butyl N-(diphenylmethylene)glycinate), BrCC1=C(C=CC=C1[N+](=O)[O-])OC (2-(bromomethyl)-1-methoxy-3-nitrobenzene), C(Cl)Cl (DCM), CsOH. Reagents/catalysts: C=CCO[C@@H]([C@@H]1C[C@@H]2CC[N+]1(C[C@@H]2C=C)CC3=C4C=CC=CC4=CC5=CC=CC=C53)C6=CC=NC7=CC=CC=C67.[Br-] (O-allyl-N-(9-anthracenylmethyl)cinchonidinium bromide). Reaction conditions: temperature -30 celsius, time 8 hour. The product is Cl.N[C@@H]1C(N(C2=CC=CC(=C2C1)OC)O)=O ((3S)-3-amino-1-hydroxy-5-methoxy-3,4-dihydroquinolin-2(1H)-one, hydrochloride salt). The yield is 87.0%. RXN SMILES: C1(C(C2C=CC=CC=2)=[N:8][C@H:9]([C:22]([O:24]C(C)(C)C)=O)[CH2:10][C:11]2[C:16]([N+:17]([O-])=[O:18])=[CH:15][CH:14]=[CH:13][C:12]=2[O:20][CH3:21])C=CC=CC=1.C1(C(C2C=CC=CC=2)=NCC(OC(C)(C)C)=O)C=CC=CC=1.BrCC1C([N+]([O-])=O)=CC=CC=1OC.C(Cl)[Cl:71]>C=CCO[C@H](C1C2C(=CC=CC=2)N=CC=1)[C@H]1[N+]2(CC3C4C(=CC=CC=4)C=C4C=3C=CC=C4)C[C@H](C=C)[C@@H](CC2)C1.[Br-]>[ClH:71].[NH2:8][C@H:9]1[CH2:10][C:11]2[C:16](=[CH:15][CH:14]=[CH:13][C:12]=2[O:20][CH3:21])[N:17]([OH:18])[C:22]1=[O:24] |f:4.5,6.7|. Procedure: tert-Butyl N-(diphenylmethylene)-2-methoxy-6-nitro-L-phenylalaninate (58) To a solution of tert-butyl N-(diphenylmethylene)glycinate (56) (1.2 g, 4.2 mmol), 2-(bromomethyl)-1-methoxy-3-nitrobenzene (57) (0.86 g, 3.3 mmol) and O-allyl-N-(9-anthracenylmethyl)cinchonidinium bromide (0.21 g, 0.33 mmol) in DCM (10 mL) cooled at −30° C., was added CsOH (0.84 g, 5.0 mmol). (See E. J. Corey et al., Journal of the American Chemical Society 1997, 119, 12414-12415.) The reaction was stirred at −30° C. over... Starting materials: C(=O)C=1N=C(SC1)C1CCN(CC1)C(=O)OC(C)(C)C (tert-butyl 4-(4-formyl-1,3-thiazol-2-yl)piperidine-1-carboxylate), C1(=CC=CC=C1)P(C1=CC=CC=C1)C1=CC=CC=C1 (triphenylphosphine), C(Br)(Br)(Br)Br (carbon tetrabromide), C(O)([O-])=O.[Na+] (sodium hydrogen carbonate). The solvent is ClCCl (dichloromethane), ClCCl (dichloromethane), ClCCl (dichloromethane), C(C)N(CC)CC (triethylamine). Run at time 15 minute. Yields the product BrC(=CC=1N=C(SC1)C1CCN(CC1)C(=O)OC(C)(C)C)Br (tert-butyl 4-[4-(2,2-dibromovinyl)-1,3-thiazol-2-yl]piperidine-1-carboxylate). The yield is 97.6%. RXN SMILES: C1(P(C2C=CC=CC=2)C2C=CC=CC=2)C=CC=CC=1.[C:20]([Br:24])(Br)(Br)[Br:21].[CH:25]([C:27]1[N:28]=[C:29]([CH:32]2[CH2:37][CH2:36][N:35]([C:38]([O:40][C:41]([CH3:44])([CH3:43])[CH3:42])=[O:39])[CH2:34][CH2:33]2)[S:30][CH:31]=1)=O.C(=O)([O-])O.[Na+]>ClCCl.C(N(CC)CC)C>[Br:21][C:20]([Br:24])=[CH:25][C:27]1[N:28]=[C:29]([CH:32]2[CH2:33][CH2:34][N:35]([C:38]([O:40][C:41]([CH3:44])([CH3:43])[CH3:42])=[O:39])[CH2:36][CH2:37]2)[S:30][CH:31]=1 |f:3.4|. Reported procedure: To a solution of triphenylphosphine (7.08 g, 27 mmol) in anhydrous dichloromethane (11 ml) was added dropwise a solution of carbon tetrabromide (4.3 g, 13 mmol) in anhydrous dichloromethane (5 ml) at 10° C., and the mixture was stirred at the same temperature for 15 mins. Stirring was stopped, the supernatant of the reaction mixture was collected, and a solution of tert-butyl 4-(4-formyl-1,3-thiazol-2-yl)piperidine-1-carboxylate (1.0 g, 3.4 mmol) in anhydrous dichloromethane (11 ml) was added dr... Starting materials: C[Si](C)(C)[N-][Si](C)(C)C.[Li+] (Lithium bis(trimethylsilyl)amide), COC(CC1=CC(=NC=C1)C1=CC=C(C=C1)C(F)(F)F)=O (Methyl{2-[4-(trifluoromethyl)phenyl]pyridin-4-yl}acetate), ClC\C=C/CCl (cis-1,4-dichloro-2-butene). Solvent: C1CCOC1 (THF). Conditions: time 30 minute. The product is FC(C1=CC=C(C=C1)C1=NC=CC(=C1)C1(CC=CC1)C(=O)OC)(F)F ((±)-Methyl 1-{2-[4-(trifluoromethyl)phenyl]pyridin-4-yl}cyclopent-3-ene-1-carboxylate). The yield is 47.1%. As a reaction SMILES: C[Si]([N-][Si](C)(C)C)(C)C.[Li+].[CH3:11][O:12][C:13](=[O:31])[CH2:14][C:15]1[CH:20]=[CH:19][N:18]=[C:17]([C:21]2[CH:26]=[CH:25][C:24]([C:27]([F:30])([F:29])[F:28])=[CH:23][CH:22]=2)[CH:16]=1.Cl[CH2:33]/[CH:34]=[CH:35]\[CH2:36]Cl>C1COCC1>[F:29][C:27]([F:30])([F:28])[C:24]1[CH:23]=[CH:22][C:21]([C:17]2[CH:16]=[C:15]([C:14]3([C:13]([O:12][CH3:11])=[O:31])[CH2:36][CH:35]=[CH:34][CH2:33]3)[CH:20]=[CH:19][N:18]=2)=[CH:26][CH:25]=1 |f:0.1|. Procedure: Lithium bis(trimethylsilyl)amide (1.0M in THF, 3.8 ml, 3.8 mmol) was added slowly to a stirred solution of the ester from Example 3, Step 2, (509 mg, 1.7 mmol) in dry THF (8 ml) under N2 such that the internal temperature <−70° C. After 30 minutes cis-1,4-dichloro-2-butene (210 μl, 2.0 mmol) was added. The reaction was maintained at this temperature for 30 minutes, then transferred to an ice bath. After 90 minutes the reaction was removed from the cooling bath and stirred at room temperature for... RXN SMILES: [CH3:31][Si:32]([I:33])([CH3:34])[CH3:35].[CH3:36][OH:37].[CH:38]([Cl:39])([Cl:40])[Cl:41].[Cl:1][c:2]1[cH:3][c:4]([NH:9][C:10](=[O:11])[c:12]2[cH:13][cH:14][cH:15][c:16]3[cH:17][c:18]([O:22][c:23]4[cH:24][n:25][c:26]([O:29][CH3:30])[cH:27][cH:28]4)[cH:19][cH:20][c:21]23)[cH:5][cH:6][c:7]1[F:8]>>[Cl:1][c:2]1[cH:3][c:4]([NH:9][C:10](=[O:11])[c:12]2[cH:13][cH:14][cH:15][c:16]3[cH:17][c:18]([O:22][c:23]4[cH:24][nH:25][c:26](=[O:29])[cH:27][cH:28]4)[cH:19][cH:20][c:21]23)[cH:5][cH:6][c:7]1[F:8]. Yields the product O=C(Nc1ccc(F)c(Cl)c1)c1cccc2cc(Oc3ccc(=O)[nH]c3)ccc12. Starting materials: C[Si](C)(C)I, CO, ClC(Cl)Cl, COc1ccc(Oc2ccc3c(C(=O)Nc4ccc(F)c(Cl)c4)cccc3c2)cn1.